Dataset: the Open Reaction Database (ORD), a public repository of structured organic reaction records. Task: describe an organic reaction: reactants, conditions, products, and yield Starting materials: ClC1=CC=NC2=CC(=CC=C12)Cl (4,7-dichloroquinoline), NCCOCCO (2-(2-aminoethoxy)ethanol). Run in ClCCl.C(C)N(CC)CC (dichloromethane triethylamine), C(C)OCC (diethyl ether). Yields the product ClC1=CC=C2C(=CC=NC2=C1)NCCOCCO (2-[2-(7-chloroquinolin-4-ylamino)ethoxy]ethanol). The yield is 75.0%. Reaction SMILES: Cl[C:2]1[C:11]2[C:6](=[CH:7][C:8]([Cl:12])=[CH:9][CH:10]=2)[N:5]=[CH:4][CH:3]=1.[NH2:13][CH2:14][CH2:15][O:16][CH2:17][CH2:18][OH:19]>C(OCC)C.ClCCl.C(N(CC)CC)C>[Cl:12][C:8]1[CH:7]=[C:6]2[C:11]([C:2]([NH:13][CH2:14][CH2:15][O:16][CH2:17][CH2:18][OH:19])=[CH:3][CH:4]=[N:5]2)=[CH:10][CH:9]=1 |f:3.4|. Reported procedure: A mixture of 4,7-dichloroquinoline (5.0 g, 25.0 mmol) and of 2-(2-aminoethoxy)ethanol (10.51 g, 100.0 mmol) is heated at 135° C. for 5 h, with magnetic stirring. After cooling, the reaction medium is taken up in 200 ml of diethyl ether and the stirring is maintained overnight at ambient temperature. The solid residue formed is isolated, and then dissolved in a mixture of 500 ml of dichloromethane/triethylamine (9/1, v/v) and filtered through sintered glass containing a bed of silica (SiO2 60 AAC...